This data is from the Open Reaction Database (ORD), a public repository of structured organic reaction records. The task is: describe an organic reaction: reactants, conditions, products, and yield Starting materials: C(#N)C1=CC(=C(C=C1)C)[N+](=O)[O-] (4-cyano-2-nitrotoluene), [H][H] (hydrogen). Reagents/catalysts: [Pd] (palladium/carbon). The solvent is C(C)O (ethanol). Yields the product C(#N)C1=CC(=C(C=C1)C)N (4-cyano-2-aminotoluene). Isolated yield 54.2%. RXN SMILES: [C:1]([C:3]1[CH:8]=[CH:7][C:6]([CH3:9])=[C:5]([N+:10]([O-])=O)[CH:4]=1)#[N:2].[H][H]>[Pd].C(O)C>[C:1]([C:3]1[CH:8]=[CH:7][C:6]([CH3:9])=[C:5]([NH2:10])[CH:4]=1)#[N:2]. Reported procedure: Into a reaction vessel was charged 4-cyano-2-nitrotoluene (12) (300 g) and ethanol, and 10% palladium/carbon (9.5 g) was added to this and a hydrogen catalytic reduction reaction was conducted at room temperature. When absorption of hydrogen disappeared, palladium/carbon was removed by filtration, then, the solvent was distilled off from filtrate, to obtain 4-cyano-2-aminotoluene (13) (132.5 g, yield from (11) is 98%). Procedure: To an ice cold solution of 3-[2-(benzyloxy)-2-oxoethylidene]cyclobutane-1-carboxylic acid (2.0 g, 8.12 mmol), N-Methyl-morpholine (2.70 ml, 24.36 mmol) in DCM (50 ml) was added isobutyl chloroformate (1.70 ml, 12.99 mmol) drop-wise over 5 min. After an additional 5 min, methoxy(methyl)amine hydrochloride (1.58 g, 16.24 mmol) was added and the mixture was stirred overnight whislt allowing to warm to RT. The reaction mixture was then diluted with DCM (30 ml), washed with 0.1N HCl (50 ml) then sat.... As a reaction SMILES: [CH2:1]([O:8][C:9](=[O:18])[CH:10]=[C:11]1[CH2:14][CH:13]([C:15]([OH:17])=O)[CH2:12]1)[C:2]1[CH:7]=[CH:6][CH:5]=[CH:4][CH:3]=1.CN1CCOCC1.ClC(OCC(C)C)=O.Cl.[CH3:35][O:36][NH:37][CH3:38]>C(Cl)Cl>[CH3:35][O:36][N:37]([CH3:38])[C:15]([CH:13]1[CH2:12][C:11](=[CH:10][C:9]([O:8][CH2:1][C:2]2[CH:3]=[CH:4][CH:5]=[CH:6][CH:7]=2)=[O:18])[CH2:14]1)=[O:17] |f:3.4|. The reactants are ice, C(C1=CC=CC=C1)OC(C=C1CC(C1)C(=O)O)=O (3-[2-(benzyloxy)-2-oxoethylidene]cyclobutane-1-carboxylic acid), CN1CCOCC1 (N-Methyl-morpholine), ClC(=O)OCC(C)C (isobutyl chloroformate), Cl.CONC (methoxy(methyl)amine hydrochloride). Solvent: C(Cl)Cl (DCM), C(Cl)Cl (DCM). Reaction conditions: time 5 minute. Yields the product heptanes, CON(C(=O)C1CC(C1)=CC(=O)OCC1=CC=CC=C1)C (benzyl 2-{3-[methoxy(methyl)carbamoyl]cyclobutylidene}acetate). Isolated yield 65.6%.